Dataset: the Open Reaction Database (ORD), a public repository of structured organic reaction records. Task: describe an organic reaction: reactants, conditions, products, and yield The reactants are [Cl-].[Cl-].[Cl-].[Al+3] (aluminium trichloride), BrCCCCCCCCCCC(=O)OC (methyl 11-bromoundecanoate), [BH4-].[Na+] (Sodium Borohydride). Run in COCCOCCOC (diglyme), COCCOCCOC (diglyme), COCCOCCOC (diglyme). Reaction conditions: time 0.5 hour. The product is BrCCCCCCCCCCCO (11-bromoundecanol). The yield is 98.9%. RXN SMILES: [BH4-].[Na+].[Cl-].[Cl-].[Cl-].[Al+3].[Br:7][CH2:8][CH2:9][CH2:10][CH2:11][CH2:12][CH2:13][CH2:14][CH2:15][CH2:16][CH2:17][C:18](OC)=[O:19]>COCCOCCOC>[Br:7][CH2:8][CH2:9][CH2:10][CH2:11][CH2:12][CH2:13][CH2:14][CH2:15][CH2:16][CH2:17][CH2:18][OH:19] |f:0.1,2.3.4.5|. Procedure: Sodium Borohydride (16.32 g, 0.43 mole) was dissolved in diglyme (350 ml). To this was added a solution of aluminium trichloride (19.2 g, 0.14 mole) in diglyme (250 ml) maintaining the temperature below 20°. After the addition was complete, the mixture was stirred for 0.5 hour at room temperature. The reducing agent was then added dropwise to a solution of methyl 11-bromoundecanoate* (120 g, 0.43 mole) in diglyme (200 ml) maintaining the temperature at 10°. After the addition was complete the re...